The task is: describe an organic reaction: reactants, conditions, products, and yield. This data is from the Open Reaction Database (ORD), a public repository of structured organic reaction records. Starting materials: CC(C)(C)C(=O)N(CC#Cc1ccc2c(c1)CC1(C2)C(=O)Nc2ncccc21)Cc1ccccc1, CO, [H][H]. Product: CC(C)(C)C(=O)N(CCCc1ccc2c(c1)CC1(C2)C(=O)Nc2ncccc21)Cc1ccccc1. Reaction SMILES: [CH2:1]([c:2]1[cH:3][cH:4][cH:5][cH:6][cH:7]1)[N:8]([C:9]([C:10]([CH3:11])([CH3:12])[CH3:13])=[O:14])[CH2:15][C:16]#[C:17][c:18]1[cH:19][c:20]2[c:24]([cH:25][cH:26]1)[CH2:23][C:22]1([CH2:21]2)[C:27](=[O:35])[NH:28][c:29]2[n:30][cH:31][cH:32][cH:33][c:34]21.[CH3:38][OH:39].[H:36][H:37]>>[CH2:1]([c:2]1[cH:3][cH:4][cH:5][cH:6][cH:7]1)[N:8]([C:9]([C:10]([CH3:11])([CH3:12])[CH3:13])=[O:14])[CH2:15][CH2:16][CH2:17][c:18]1[cH:19][c:20]2[c:24]([cH:25][cH:26]1)[CH2:23][C:22]1([CH2:21]2)[C:27](=[O:35])[NH:28][c:29]2[n:30][cH:31][cH:32][cH:33][c:34]21. Starting materials: N#Cc1ccccc1N, N#C[Na], CC(=O)NCC1CN(c2ccc(N3CCC(=O)CC3)c(F)c2)C(=O)O1. Product: CC(=O)NCC1CN(c2ccc(N3CCC(C#N)(Nc4ccccc4C#N)CC3)c(F)c2)C(=O)O1. As a reaction SMILES: [C:29](#[N:30])[c:31]1[c:32]([NH2:33])[cH:34][cH:35][cH:36][cH:37]1.[Na:26][C:27]#[N:28].[O:1]=[C:2]1[CH2:3][CH2:4][N:5]([c:8]2[c:9]([F:25])[cH:10][c:11]([N:14]3[C:15](=[O:24])[O:16][CH:17]([CH2:19][NH:20][C:21]([CH3:22])=[O:23])[CH2:18]3)[cH:12][cH:13]2)[CH2:6][CH2:7]1>>[C:2]1([C:27]#[N:28])([NH:33][c:32]2[c:31]([C:29]#[N:30])[cH:37][cH:36][cH:35][cH:34]2)[CH2:3][CH2:4][N:5]([c:8]2[c:9]([F:25])[cH:10][c:11]([N:14]3[C:15](=[O:24])[O:16][CH:17]([CH2:19][NH:20][C:21]([CH3:22])=[O:23])[CH2:18]3)[cH:12][cH:13]2)[CH2:6][CH2:7]1. The reactants are BrC(Br)(Br)Br, [Li]CCCC, C1CCOC1, CCCCCC, C[Si](C)(C)CCOCn1ccc2c(-c3cncs3)ncnc21. Product: C[Si](C)(C)CCOCn1ccc2c(-c3cnc(Br)s3)ncnc21. As a reaction SMILES: [C:28]([Br:29])([Br:30])([Br:31])[Br:32].[CH2:1]([Li:2])[CH2:3][CH2:4][CH3:5].[CH2:39]1[O:40][CH2:41][CH2:42][CH2:43]1.[CH3:33][CH2:34][CH2:35][CH2:36][CH2:37][CH3:38].[s:6]1[cH:7][n:8][cH:9][c:10]1-[c:11]1[c:12]2[c:13]([n:14][cH:15][n:16]1)[n:17]([CH2:20][O:21][CH2:22][CH2:23][Si:24]([CH3:25])([CH3:26])[CH3:27])[cH:18][cH:19]2>>[s:6]1[c:7]([Br:29])[n:8][cH:9][c:10]1-[c:11]1[c:12]2[c:13]([n:14][cH:15][n:16]1)[n:17]([CH2:20][O:21][CH2:22][CH2:23][Si:24]([CH3:25])([CH3:26])[CH3:27])[cH:18][cH:19]2. Reported procedure: A solution of 0.5 g of 4-chloro-6-(2,2,2-trifluoroethyl)thieno[2,3-d]pyrimidine (2.4 mmol), 0.56 g of 5,5-dimethyl-2-(piperazin-1-yl)-2,5-dihydrothiazole (2.8 mmol), and 0.91 g of N,N-diisopropylethylamine (7.1 mmol) in 20 mL of THF was refluxed for 6 h. After cooling, the mixture was partitioned between ethyl acetate and H2O. The combined organic extracts were washed with brine, dried over MgSO4 and concentrated to a pale yellow solid. Purification by silica gel column chromatography using dich... Yields the product CC1(CN=C(S1)N1CCN(CC1)C=1C2=C(N=CN1)SC(=C2)CC(F)(F)F)C (4-(4-(5,5-dimethyl-4,5-dihydrothiazol-2-yl)piperazin-1-yl)-6-(2,2,2-trifluoroethyl)thieno[2,3-d]pyrimidine). Reaction SMILES: Cl[C:2]1[C:3]2[CH:10]=[C:9]([CH2:11][C:12]([F:15])([F:14])[F:13])[S:8][C:4]=2[N:5]=[CH:6][N:7]=1.[CH3:16][C:17]1([CH3:28])[S:21][CH:20]([N:22]2[CH2:27][CH2:26][NH:25][CH2:24][CH2:23]2)[N:19]=[CH:18]1.C(N(CC)C(C)C)(C)C>C1COCC1>[CH3:16][C:17]1([CH3:28])[S:21][C:20]([N:22]2[CH2:27][CH2:26][N:25]([C:2]3[C:3]4[CH:10]=[C:9]([CH2:11][C:12]([F:15])([F:14])[F:13])[S:8][C:4]=4[N:5]=[CH:6][N:7]=3)[CH2:24][CH2:23]2)=[N:19][CH2:18]1. Solvent: C1CCOC1 (THF). Reactants: ClC=1C2=C(N=CN1)SC(=C2)CC(F)(F)F (4-chloro-6-(2,2,2-trifluoroethyl)thieno[2,3-d]pyrimidine), CC1(C=NC(S1)N1CCNCC1)C (5,5-dimethyl-2-(piperazin-1-yl)-2,5-dihydrothiazole), C(C)(C)N(C(C)C)CC (N,N-diisopropylethylamine). The yield is 82.2%. Reactants: BrC1=CC(=C(C=C1)CN1CCN(CC1)C(=O)OC(C)(C)C)C(C)C (tert-butyl 4-[[4-bromo-2-(propan-2-yl)phenyl]methyl]piperazine-1-carboxylate), N1CCCC1 (pyrrolidine), C(C)(C)(C)O[Na] (t-BuONa), C=1C=CC(=CC1)P(C=2C=CC=CC2)C3=CC=C4C=CC=CC4=C3C5=C6C=CC=CC6=CC=C5P(C=7C=CC=CC7)C=8C=CC=CC8 (BINAP). Reagents/catalysts: C=1C=CC(=CC1)/C=C/C(=O)/C=C/C2=CC=CC=C2.C=1C=CC(=CC1)/C=C/C(=O)/C=C/C2=CC=CC=C2.C=1C=CC(=CC1)/C=C/C(=O)/C=C/C2=CC=CC=C2.[Pd].[Pd] (Pd2(dba)3). Solvent: C1(=CC=CC=C1)C (toluene), O (water). Reaction conditions: temperature 80 celsius, time 8 hour. The product is CC(C)C1=C(C=CC(=C1)N1CCCC1)CN1CCN(CC1)C(=O)OC(C)(C)C (tert-butyl 4-[[2-(propan-2-yl)-4-(pyrrolidin-1-yl)phenyl]methyl]piperazine-1-carboxylate). The yield is 61.5%. RXN SMILES: Br[C:2]1[CH:7]=[CH:6][C:5]([CH2:8][N:9]2[CH2:14][CH2:13][N:12]([C:15]([O:17][C:18]([CH3:21])([CH3:20])[CH3:19])=[O:16])[CH2:11][CH2:10]2)=[C:4]([CH:22]([CH3:24])[CH3:23])[CH:3]=1.[NH:25]1[CH2:29][CH2:28][CH2:27][CH2:26]1.C(O[Na])(C)(C)C.C1C=CC(P(C2C(C3C(P(C4C=CC=CC=4)C4C=CC=CC=4)=CC=C4C=3C=CC=C4)=C3C(C=CC=C3)=CC=2)C2C=CC=CC=2)=CC=1>O.C1C=CC(/C=C/C(/C=C/C2C=CC=CC=2)=O)=CC=1.C1C=CC(/C=C/C(/C=C/C2C=CC=CC=2)=O)=CC=1.C1C=CC(/C=C/C(/C=C/C2C=CC=CC=2)=O)=CC=1.[Pd].[Pd].C1(C)C=CC=CC=1>[CH3:23][CH:22]([C:4]1[CH:3]=[C:2]([N:25]2[CH2:29][CH2:28][CH2:27][CH2:26]2)[CH:7]=[CH:6][C:5]=1[CH2:8][N:9]1[CH2:14][CH2:13][N:12]([C:15]([O:17][C:18]([CH3:21])([CH3:20])[CH3:19])=[O:16])[CH2:11][CH2:10]1)[CH3:24] |f:5.6.7.8.9|. Procedure: A 50 mL round-bottom flask was charged with tert-butyl 4-[[4-bromo-2-(propan-2-yl)phenyl]methyl]piperazine-1-carboxylate (50.0 mg, 0.130 mmol, 1.00 equiv), pyrrolidine (11.0 mg, 0.150 mmol, 1.20 equiv), t-BuONa (17.5 mg, 0.180 mmol, 1.45 equiv), Pd2(dba)3 (6.00 mg, 0.010 mmol, 0.050 equiv), BINAP (12.0 mg, 0.020 mmol, 0.15 equiv), toluene (2 mL). The resulting solution was stirred overnight at 80° C. with an inert atmosphere of nitrogen and then diluted with water (5 mL). The resulting solution ... The reactants are C1(=CC=CC=C1)C(OCC(C)(C)NCCC1=CC=C(C=C1)OC)C1=CC=CC=C1 (1-diphenylmethoxy-2-(4-methoxyphenethylamino)-2-methylpropane), C(#N)[BH3-].[Na+].C=O (sodium cyanoborohydride formaldehyde). The product is C1(=CC=CC=C1)C(OCC(C)(C)N(C)CCC1=CC=C(C=C1)OC)C1=CC=CC=C1 (1-Diphenylmethoxy-2-[N-(4-methoxyphenethyl)-N-methylamino]-2-methylpropane), oil. The yield is 69.0%. RXN SMILES: [C:1]1([CH:7]([C:24]2[CH:29]=[CH:28][CH:27]=[CH:26][CH:25]=2)[O:8][CH2:9][C:10]([NH:13][CH2:14][CH2:15][C:16]2[CH:21]=[CH:20][C:19]([O:22][CH3:23])=[CH:18][CH:17]=2)([CH3:12])[CH3:11])[CH:6]=[CH:5][CH:4]=[CH:3][CH:2]=1.[C:30]([BH3-])#N.[Na+].C=O>>[C:24]1([CH:7]([C:1]2[CH:2]=[CH:3][CH:4]=[CH:5][CH:6]=2)[O:8][CH2:9][C:10]([N:13]([CH2:14][CH2:15][C:16]2[CH:17]=[CH:18][C:19]([O:22][CH3:23])=[CH:20][CH:21]=2)[CH3:30])([CH3:11])[CH3:12])[CH:29]=[CH:28][CH:27]=[CH:26][CH:25]=1 |f:1.2.3|. Reported procedure: The title compound was prepared as described in Example 5, Method A, using 1-diphenylmethoxy-2-(4-methoxyphenethylamino)-2-methylpropane (see Example 2) and sodium cyanoborohydride/formaldehyde. The title compound was obtained as a colourless oil (200 mg, 69%). The reactants are [C-]#N, [C-]#N, [C-]#N, O=C(N1C2CCC1CC(=C1c3ccccc3Oc3c(OS(=O)(=O)C(F)(F)F)cccc31)C2)C(F)(F)F, CN(C)C=O, [Pd], [Pd], [Zn+2], c1ccc(P(c2ccccc2)c2ccccc2)cc1, c1ccc(P(c2ccccc2)c2ccccc2)cc1, c1ccc(P(c2ccccc2)c2ccccc2)cc1, c1ccc(P(c2ccccc2)c2ccccc2)cc1. Product: N#Cc1cccc2c1Oc1ccccc1C2=C1CC2CCC(C1)N2C(=O)C(F)(F)F. Reaction SMILES: [C-:117]#[N:118].[C-:120]#[N:121].[C-:37]#[N:38].[F:1][C:2]([C:3](=[O:4])[N:5]1[CH:6]2[CH2:7][C:8](=[C:13]3[c:14]4[cH:15][cH:16][cH:17][cH:18][c:19]4[O:20][c:21]4[c:22]([O:27][S:28]([C:29]([F:30])([F:31])[F:32])(=[O:33])=[O:34])[cH:23][cH:24][cH:25][c:26]43)[CH2:9][CH:10]1[CH2:11][CH2:12]2)([F:35])[F:36].[O:122]=[CH:123][N:124]([CH3:125])[CH3:126].[Pd:39].[Pd:40].[Zn+2:119].[c:41]1([P:42]([c:43]2[cH:44][cH:45][cH:46][cH:47][cH:48]2)[c:49]2[cH:50][cH:51][cH:52][cH:53][cH:54]2)[cH:55][cH:56][cH:57][cH:58][cH:59]1.[c:60]1([P:61]([c:62]2[cH:63][cH:64][cH:65][cH:66][cH:67]2)[c:68]2[cH:69][cH:70][cH:71][cH:72][cH:73]2)[cH:74][cH:75][cH:76][cH:77][cH:78]1.[c:79]1([P:80]([c:81]2[cH:82][cH:83][cH:84][cH:85][cH:86]2)[c:87]2[cH:88][cH:89][cH:90][cH:91][cH:92]2)[cH:93][cH:94][cH:95][cH:96][cH:97]1.[c:98]1([P:99]([c:100]2[cH:101][cH:102][cH:103][cH:104][cH:105]2)[c:106]2[cH:107][cH:108][cH:109][cH:110][cH:111]2)[cH:112][cH:113][cH:114][cH:115][cH:116]1>>[F:1][C:2]([C:3](=[O:4])[N:5]1[CH:6]2[CH2:7][C:8](=[C:13]3[c:14]4[cH:15][cH:16][cH:17][cH:18][c:19]4[O:20][c:21]4[c:22]([C:37]#[N:38])[cH:23][cH:24][cH:25][c:26]43)[CH2:9][CH:10]1[CH2:11][CH2:12]2)([F:35])[F:36]. The reactants are CCc1ccc(F)cc1, C1CCOC1, COB(OC)OC, CCOCC, CC(=O)O, [Li]C(C)CC, [Na+], [Na+], OO, O=S([O-])[O-]. Product: CCc1ccc(F)c(O)c1. As a reaction SMILES: [CH2:1]([CH3:2])[c:3]1[cH:4][cH:5][c:6]([F:9])[cH:7][cH:8]1.[CH2:30]1[O:31][CH2:32][CH2:33][CH2:34]1.[CH3:15][O:16][B:17]([O:18][CH3:19])[O:20][CH3:21].[CH3:35][CH2:36][O:37][CH2:38][CH3:39].[CH3:40][C:41](=[O:42])[OH:43].[CH:10]([Li:11])([CH2:12][CH3:13])[CH3:14].[Na+:28].[Na+:29].[OH:22][OH:23].[S:24]([O-:25])([O-:26])=[O:27]>>[CH2:1]([CH3:2])[c:3]1[cH:4][cH:5][c:6]([F:9])[c:7]([OH:16])[cH:8]1.